Dataset: the Open Reaction Database (ORD), a public repository of structured organic reaction records. Task: describe an organic reaction: reactants, conditions, products, and yield Starting materials: C(C)(=O)N1C(CC2=CC(=CC=C12)C=C)Cl (1-Acetylchloro-5-vinylindoline), [OH-].[Na+] (NaOH), [NH4+].[Cl-] (NH4Cl). Run in C(C)O (ethanol). The product is ClC1=C(C=C2CCNC2=C1)C=C (6-Chloro-5-vinylindoline). RXN SMILES: C([N:4]1[C:12]2[C:7](=[CH:8][C:9]([CH:13]=[CH2:14])=[CH:10][CH:11]=2)[CH2:6][CH:5]1Cl)(=O)C.[OH-].[Na+].[NH4+].[Cl-:19]>C(O)C>[Cl:19][C:10]1[CH:11]=[C:12]2[C:7]([CH2:6][CH2:5][NH:4]2)=[CH:8][C:9]=1[CH:13]=[CH2:14] |f:1.2,3.4|. Reported procedure: 1-Acetylchloro-5-vinylindoline (D61) (0.13 g), and 10% aqueous NaOH (5 ml) were heated at reflux in ethanol (20 ml) for 2.5 hours, cooled and treated with an excess of saturated aqueous NH4Cl. The mixture was partitioned between ethyl acetate and brine. The organic extracts were dried (Na2SO4) and evaporated to dryness under reduced pressure affording the title compound as a brown oil (0.13 g) which was used without further purification. The reactants are O=C(O)CCC(=O)O, CO, ClC(Cl)Cl, [O-]Cl, CCN1CC(NC(=O)c2cc(Cl)c(N)cc2OC)CN1CC, [Na+]. Yields the product CCN1CC(NC(=O)c2cc(Cl)c(N)cc2OC)C=N1. Reaction SMILES: [C:1]([OH:2])(=[O:3])[CH2:4][CH2:5][C:6]([OH:7])=[O:8].[CH3:31][OH:32].[CH:36]([Cl:37])([Cl:38])[Cl:39].[Cl:33][O-:34].[NH2:9][c:10]1[cH:11][c:12]([O:29][CH3:30])[c:13]([C:14](=[O:15])[NH:16][CH:17]2[CH2:18][N:19]([CH2:24][CH3:25])[N:20]([CH2:22][CH3:23])[CH2:21]2)[cH:26][c:27]1[Cl:28].[Na+:35]>>[NH2:9][c:10]1[cH:11][c:12]([O:29][CH3:30])[c:13]([C:14](=[O:15])[NH:16][CH:17]2[CH2:18][N:19]([CH2:24][CH3:25])[N:20]=[CH:21]2)[cH:26][c:27]1[Cl:28]. Starting materials: resultant mixture, BrC=1C(=C(N)C=CC1)C (3-bromo-2-methylaniline), FC(C1=CC=C(C=C1)B(O)O)(F)F (para-trifluoromethylphenyl boronic acid), C([O-])([O-])=O.[Na+].[Na+] (sodium carbonate). Reagents/catalysts: [Pd].C1(=CC=CC=C1)P(C1=CC=CC=C1)C1=CC=CC=C1.C1(=CC=CC=C1)P(C1=CC=CC=C1)C1=CC=CC=C1.C1(=CC=CC=C1)P(C1=CC=CC=C1)C1=CC=CC=C1.C1(=CC=CC=C1)P(C1=CC=CC=C1)C1=CC=CC=C1 (tetrakis (triphenylphosphine) palladium (0)). Solvent: COCCOC (DME), O (water). Conditions: time 17 hour. Yields the product CC1=C(C=CC=C1N)C1=CC=C(C=C1)C(F)(F)F (2-Methyl-4′-(trifluoromethyl)-1,1′-biphenyl-3-ylamine). The yield is 79.0%. RXN SMILES: Br[C:2]1[C:3]([CH3:9])=[C:4]([CH:6]=[CH:7][CH:8]=1)[NH2:5].[F:10][C:11]([F:22])([F:21])[C:12]1[CH:17]=[CH:16][C:15](B(O)O)=[CH:14][CH:13]=1.C(=O)([O-])[O-].[Na+].[Na+]>COCCOC.O.[Pd].C1(P(C2C=CC=CC=2)C2C=CC=CC=2)C=CC=CC=1.C1(P(C2C=CC=CC=2)C2C=CC=CC=2)C=CC=CC=1.C1(P(C2C=CC=CC=2)C2C=CC=CC=2)C=CC=CC=1.C1(P(C2C=CC=CC=2)C2C=CC=CC=2)C=CC=CC=1>[CH3:9][C:3]1[C:4]([NH2:5])=[CH:6][CH:7]=[CH:8][C:2]=1[C:15]1[CH:16]=[CH:17][C:12]([C:11]([F:22])([F:21])[F:10])=[CH:13][CH:14]=1 |f:2.3.4,7.8.9.10.11|. Procedure: To a solution of 3-bromo-2-methylaniline (1.19 g, 6.4 mmol) in DME (30 mL) and water (15 mL) was added para-trifluoromethylphenyl boronic acid (1.82 g, 9.6 mmol) and sodium carbonate (1.76 g, 16.6 mmol). The apparatus was flushed with nitrogen prior to the addition of tetrakis (triphenylphosphine) palladium (0) (0.22 g, 0.19 mmol). The resultant mixture was heated to reflux and stirred under nitrogen for 17 h, then allowed to cool to room temperature and the solvents removed in vacuo. The residu... The reactants are CO, [H][H], Cc1ccc(Oc2ccc(NC(=O)c3cccc([N+](=O)[O-])c3O)cc2)cc1. Product: Cc1ccc(Oc2ccc(NC(=O)c3cccc(N)c3O)cc2)cc1. Reaction SMILES: [CH3:30][OH:31].[H:28][H:29].[N+:1]([O-:2])(=[O:3])[c:4]1[c:5]([OH:27])[c:6]([C:7](=[O:8])[NH:9][c:10]2[cH:11][cH:12][c:13]([O:16][c:17]3[cH:18][cH:19][c:20]([CH3:23])[cH:21][cH:22]3)[cH:14][cH:15]2)[cH:24][cH:25][cH:26]1>>[NH2:1][c:4]1[c:5]([OH:27])[c:6]([C:7](=[O:8])[NH:9][c:10]2[cH:11][cH:12][c:13]([O:16][c:17]3[cH:18][cH:19][c:20]([CH3:23])[cH:21][cH:22]3)[cH:14][cH:15]2)[cH:24][cH:25][cH:26]1. Reactants: ClCCCl, O=[N+]([O-])c1ccc(S)cc1, [Na+], [OH-], O. The product is O=[N+]([O-])c1ccc(SCCCl)cc1. RXN SMILES: [Cl:14][CH2:15][CH2:16][Cl:17].[N+:1](=[O:2])([O-:3])[c:4]1[cH:5][cH:6][c:7]([SH:10])[cH:8][cH:9]1.[Na+:12].[OH-:11].[OH2:13]>>[N+:1](=[O:2])([O-:3])[c:4]1[cH:5][cH:6][c:7]([S:10][CH2:16][CH2:15][Cl:14])[cH:8][cH:9]1. The reactants are CC(=O)O, CC1(C)CNC(C(=O)O)C1, O=N[O-], [Na+], O. Yields the product CC1(C)CC(C(=O)O)N(N=O)C1. As a reaction SMILES: [C:15]([OH:16])(=[O:17])[CH3:18].[CH3:1][C:2]1([CH3:10])[CH2:3][CH:4]([C:7](=[O:8])[OH:9])[NH:5][CH2:6]1.[N:11](=[O:12])[O-:13].[Na+:14].[OH2:19]>>[CH3:1][C:2]1([CH3:10])[CH2:3][CH:4]([C:7](=[O:8])[OH:9])[N:5]([N:11]=[O:12])[CH2:6]1. RXN SMILES: C(Cl)(=O)C(Cl)=O.CS(C)=O.C(Cl)Cl.[CH3:14][C:15]([CH3:45])([CH3:44])[C:16]#[C:17]/[CH:18]=[CH:19]/[CH2:20][CH:21]([CH2:24][C:25]1[CH:30]=[CH:29][CH:28]=[C:27](/[CH:31]=[CH:32]/[C:33]2[CH:38]=[CH:37][CH:36]=[C:35]([C:39]3[CH:43]=[CH:42][S:41][CH:40]=3)[CH:34]=2)[CH:26]=1)[CH2:22][OH:23]>CCCCCC.C(OCC)(=O)C.C(N(CC)CC)C>[CH3:14][C:15]([CH3:45])([CH3:44])[C:16]#[C:17][CH:18]=[CH:19][CH2:20][CH:21]([CH2:24][C:25]1[CH:30]=[CH:29][CH:28]=[C:27](/[CH:31]=[CH:32]/[C:33]2[CH:38]=[CH:37][CH:36]=[C:35]([C:39]3[CH:43]=[CH:42][S:41][CH:40]=3)[CH:34]=2)[CH:26]=1)[CH:22]=[O:23] |f:4.5|. Conditions: temperature -78 celsius. Starting materials: C(C(=O)Cl)(=O)Cl (oxalyl chloride), CS(=O)C (dimethyl sulfoxide), C(Cl)Cl (methylene chloride), C(Cl)Cl (methylene chloride), CC(C#C/C=C/CC(CO)CC1=CC(=CC=C1)\C=C\C1=CC(=CC=C1)C1=CSC=C1)(C)C ((E,E)-2-(6,6-dimethyl-2-hepten-4-ynyl)-3-[3-[2-[3-(3-thienyl)phenyl]ethenyl]phenyl]propanol). The yield is 73.3%. The solvent is CCCCCC.C(C)(=O)OCC (hexane ethyl acetate), C(C)N(CC)CC (triethylamine). Reported procedure: 44 μl of oxalyl chloride is added dropwise to a mixture of 3.6 μl of dimethyl sulfoxide with 2 μl of methylene chloride under a nitrogen atmosphere and under cooling at -78° C. and stirring, and the mixture is stirred at that temperature for 10 minutes. A methylene chloride solution (0.4 ml) of 105 mg of (E,E)-2-(6,6-dimethyl-2-hepten-4-ynyl)-3-[3-[2-[3-(3-thienyl)phenyl]ethenyl]phenyl]propanol obtained in Example 12 is added dropwise to this solution under cooling at -78° C. and stirring, the m... Product: CC(C#CC=CCC(C=O)CC1=CC(=CC=C1)\C=C\C1=CC(=CC=C1)C1=CSC=C1)(C)C ((E)-2-(6,6-dimethyl-2-hepten-4-ynyl)-3-[3-[2-[3-(3-thienyl)phenyl]ethenyl]phenyl]propionaldehyde).